This data is from the Open Reaction Database (ORD), a public repository of structured organic reaction records. The task is: describe an organic reaction: reactants, conditions, products, and yield The reactants are C(C)(=O)OC(C)=O (acetic anhydride), NC1=C(C(=O)O)C=C(C(=C1C)C(=O)OCC)C (2-amino-4-ethoxycarbonyl-3,5-dimethylbenzoic acid), ice water. Solvent: C(=O)O (formic acid). Run at time 3 hour. Yields the product C(=O)NC1=C(C(=O)O)C=C(C(=C1C)C(=O)OCC)C (2-formylamino-4-ethoxycarbonyl-3,5-dimethylbenzoic acid). Isolated yield 70.5%. As a reaction SMILES: [C:1](OC(=O)C)(=[O:3])C.[NH2:8][C:9]1[C:17]([CH3:18])=[C:16]([C:19]([O:21][CH2:22][CH3:23])=[O:20])[C:15]([CH3:24])=[CH:14][C:10]=1[C:11]([OH:13])=[O:12]>C(O)=O>[CH:1]([NH:8][C:9]1[C:17]([CH3:18])=[C:16]([C:19]([O:21][CH2:22][CH3:23])=[O:20])[C:15]([CH3:24])=[CH:14][C:10]=1[C:11]([OH:13])=[O:12])=[O:3]. Reported procedure: To 14.5 ml of 90% formic acid was added 30 ml of acetic anhydride. The mixture was warmed, and then heated to 50°-60° C. for two hours. To the mixture cooled to room temperature was added portionwise with stirring 15.0 g of 2-amino-4-ethoxycarbonyl-3,5-dimethylbenzoic acid. The mixture was further stirred at room temperature for 3 hours and poured into ice water. The resulting precipitate was filtered and recrystallized from ethyl acetate/n-hexane to yield 11.8 g (70.5% of theory) of 2-formylami... The reactants are CO (methanol), B(F)(F)F.CCOCC (boron trifluoride etherate), CN1C(C(CC1=O)C(=O)O)C1=CC=CC=C1 (1-methyl-5-oxo-2-phenylpyrrolidin-3-carboxylic acid). Run in C(Cl)(Cl)Cl (chloroform). The product is CN1C(C(CC1=O)C(=O)OC)C1=CC=CC=C1 (Methyl 1-Methyl-5-oxo-2-phenylpyrrolidin-3-carboxylate). RXN SMILES: CO.B(F)(F)F.[CH3:7]COCC.[CH3:12][N:13]1[C:17](=[O:18])[CH2:16][CH:15]([C:19]([OH:21])=[O:20])[CH:14]1[C:22]1[CH:27]=[CH:26][CH:25]=[CH:24][CH:23]=1>C(Cl)(Cl)Cl>[CH3:12][N:13]1[C:17](=[O:18])[CH2:16][CH:15]([C:19]([O:21][CH3:7])=[O:20])[CH:14]1[C:22]1[CH:27]=[CH:26][CH:25]=[CH:24][CH:23]=1 |f:1.2|. Procedure details: To 400 ml. of methanol containing 25 ml. of boron trifluoride etherate was added 60 g of 1-methyl-5-oxo-2-phenylpyrrolidin-3-carboxylic acid and the solution refluxed for 8 hours. Concentration in vacuo provided an oil which was dissolved in chloroform. The chloroform solution was washed with a saturated sodium carbonate solution, a saturated sodium bicarbonate solution, water, a saturated sodium chloride solution and dried (Na2SO4). Titration and concentraion in vacuo provided 63 g. of an oil. Yields the product CN1CCN(C(c2ccccc2)c2cc3ccccc3o2)CC1. Reaction SMILES: [CH3:18][N:19]1[CH2:20][CH2:21][NH:22][CH2:23][CH2:24]1.[O:25]1[CH2:26][CH2:27][O:28][CH2:29][CH2:30]1.[o:1]1[c:2]([CH:10]([c:11]2[cH:12][cH:13][cH:14][cH:15][cH:16]2)[Cl:17])[cH:3][c:4]2[c:5]1[cH:6][cH:7][cH:8][cH:9]2>>[o:1]1[c:2]([CH:10]([c:11]2[cH:12][cH:13][cH:14][cH:15][cH:16]2)[N:22]2[CH2:21][CH2:20][N:19]([CH3:18])[CH2:24][CH2:23]2)[cH:3][c:4]2[c:5]1[cH:6][cH:7][cH:8][cH:9]2. Starting materials: CN1CCNCC1, C1COCCO1, ClC(c1ccccc1)c1cc2ccccc2o1. The reactants are CC(C)[Si](OC1=CC=C(C2=C1C(CO2)(C)C)C)(C(C)C)C(C)C (Tris(1-methylethyl)[(3,3,7-trimethyl-2,3-dihydro-1-benzofuran-4-yl)oxy]silane), CC(C)[Si](OC1=CC=C(C2=C1C(CO2)(C)C)C)(C(C)C)C(C)C (Tris(1-methylethyl)[(3,3,7-trimethyl-2,3-dihydro-1-benzofuran-4-yl)oxy]silane), CCCC[N+](CCCC)(CCCC)CCCC.[F-] (TBAF). Solvent: C1CCOC1 (THF). Conditions: time 8 hour. The product is CC1(COC=2C1=C(C=CC2C)O)C (3,3,7-trimethyl-2,3-dihydro-1-benzofuran-4-ol). Yield: 87.5%. As a reaction SMILES: CC([Si](C(C)C)(C(C)C)[O:5][C:6]1[C:11]2[C:12]([CH3:16])([CH3:15])[CH2:13][O:14][C:10]=2[C:9]([CH3:17])=[CH:8][CH:7]=1)C.CCCC[N+](CCCC)(CCCC)CCCC.[F-]>C1COCC1>[CH3:15][C:12]1([CH3:16])[C:11]2=[C:6]([OH:5])[CH:7]=[CH:8][C:9]([CH3:17])=[C:10]2[O:14][CH2:13]1 |f:1.2|. Procedure: Tris(1-methylethyl)[(3,3,7-trimethyl-2,3-dihydro-1-benzofuran-4-yl)oxy]silane (Intermediate 183, 3.6 g, 10.84 mmol) was dissolved in THF (36 mL) to obtain a dark yellow solution. TBAF (8.5 g, 32.5 mmol) was added and the reaction mixture was stirred overnight at room temperature. The solvent was removed under reduced pressure. The residue was dissolved in ethyl acetate and washed with aqueous HCl, then aqueous NaHCO3 and finally brine. The organic solution was dried over Na2SO4 and evaporated to... The reactants are CC(C)(C)NO, NS(=O)(=O)c1ccc(C=O)cc1. Yields the product CC(C)(C)[N+]([O-])=Cc1ccc(S(N)(=O)=O)cc1. Reaction SMILES: [C:13]([CH3:14])([CH3:15])([CH3:16])[NH:17][OH:18].[NH2:1][S:2](=[O:3])(=[O:4])[c:5]1[cH:6][cH:7][c:8]([CH:9]=[O:10])[cH:11][cH:12]1>>[NH2:1][S:2](=[O:3])(=[O:4])[c:5]1[cH:6][cH:7][c:8]([CH:9]=[N+:17]([C:13]([CH3:14])([CH3:15])[CH3:16])[O-:18])[cH:11][cH:12]1. Reactants: C(C)(C)(C)OC(=O)N1CCC(CC1)N1C(C=2N(C(=CC2C1=O)Br)C(C)C)C1=CC=C(C=C1)Cl (4-[2-bromo-6-(4-chloro-phenyl)-1-isopropyl-4-oxo-4,6-dihydro-1H-pyrrolo[3,4-b]pyrrol-5-yl]-piperidine-1-carboxylic acid tert-butyl ester), COC1=NC(=NC=C1B1OC(C(O1)(C)C)(C)C)N (4-methoxy-5-(4,4,5,5-tetramethyl-[1,3,2]dioxaborolan-2-yl)-pyrimidin-2-ylamine), COC1=NC=C(C(=N1)OC)B(O)O (2,4-dimethoxypyrimidine-5-boronic acid), BrC1=CC2=C(N1C(C)C)C(N(C2=O)C2=C(C=CC(=C2)Cl)C)C2=CC=C(C=C2)Cl (2-bromo-5-(5-chloro-2-methyl-phenyl)-6-(4-chloro-phenyl)-1-isopropyl-5,6-dihydro-1H-pyrrolo[3,4-b]pyrrol-4-one). Product: C(C)(C)(C)OC(=O)N1CCC(CC1)N1C(C=2N(C(=CC2C1=O)C=1C(=NC(=NC1)OC)OC)C(C)C)C1=CC=C(C=C1)Cl (4-[6-(4-Chloro-phenyl)-2-(2,4-dimethoxy-pyrimidin-5-yl)-1-isopropyl-4-oxo-4,6-dihydro-1H-pyrrolo[3,4-b]pyrrol-5-yl]-piperidine-1-carboxylic acid tert-butyl ester). RXN SMILES: [C:1]([O:5][C:6]([N:8]1[CH2:13][CH2:12][CH:11]([N:14]2[C:21](=[O:22])[C:20]3[CH:19]=[C:18](Br)[N:17]([CH:24]([CH3:26])[CH3:25])[C:16]=3[CH:15]2[C:27]2[CH:32]=[CH:31][C:30]([Cl:33])=[CH:29][CH:28]=2)[CH2:10][CH2:9]1)=[O:7])([CH3:4])([CH3:3])[CH3:2].[CH3:34][O:35][C:36]1[N:41]=[C:40]([O:42][CH3:43])[C:39](B(O)O)=[CH:38][N:37]=1.BrC1N(C(C)C)C2C(C3C=CC(Cl)=CC=3)N(C3C=C(Cl)C=CC=3C)C(=O)C=2C=1.COC1C(B2OC(C)(C)C(C)(C)O2)=CN=C(N)N=1>>[C:1]([O:5][C:6]([N:8]1[CH2:13][CH2:12][CH:11]([N:14]2[C:21](=[O:22])[C:20]3[CH:19]=[C:18]([C:39]4[C:40]([O:42][CH3:43])=[N:41][C:36]([O:35][CH3:34])=[N:37][CH:38]=4)[N:17]([CH:24]([CH3:26])[CH3:25])[C:16]=3[CH:15]2[C:27]2[CH:32]=[CH:31][C:30]([Cl:33])=[CH:29][CH:28]=2)[CH2:10][CH2:9]1)=[O:7])([CH3:4])([CH3:3])[CH3:2]. Procedure: The title compound was prepared in analogy to the procedure described for Example 25 but 4-[2-bromo-6-(4-chloro-phenyl)-1-isopropyl-4-oxo-4,6-dihydro-1H-pyrrolo[3,4-b]pyrrol-5-yl]-piperidine-1-carboxylic acid tert-butyl ester (Intermediate AI) and 2,4-dimethoxypyrimidine-5-boronic acid were used instead of 2-bromo-5-(5-chloro-2-methyl-phenyl)-6-(4-chloro-phenyl)-1-isopropyl-5,6-dihydro-1H-pyrrolo[3,4-b]pyrrol-4-one and 4-methoxy-5-(4,4,5,5-tetramethyl-[1,3,2]dioxaborolan-2-yl)-pyrimidin-2-ylamin... The reactants are C(C)NCC (Diethylamine), TEA, BrCC(=O)Br (bromoacetyl bromide). Solvent: ClCl (Cl2), C(Cl)Cl (CH2Cl2). Reaction conditions: time 2 hour. Yields the product EtOAc hexanes, C(C)N(C(CBr)=O)CC (N,N-diethylbromoacetamide). The yield is 45.0%. RXN SMILES: [CH2:1]([NH:3][CH2:4][CH3:5])[CH3:2].[Br:6][CH2:7][C:8](Br)=[O:9]>ClCl.C(Cl)Cl>[CH2:1]([N:3]([CH2:4][CH3:5])[C:8](=[O:9])[CH2:7][Br:6])[CH3:2]. Reported procedure: N,N-diethylbromoacetamide was prepared as follows: Diethylamine (1.54 mL, 14.9 mmol) and TEA (2.49 mL, 17.9 mmol) were dissolved in 75 mL CH2 Cl2, then bromoacetyl bromide (1.29 mL, 14.9 mmol) was added dropwise. After 2 h, the reaction was diluted with CH2Cl2, washed with water (2×), and brine, dried (MgSO4), filtered and concentrated. Flash chromatography (silica, 45% EtOAc/hexanes) provided N,N-diethylbromoacetamide as a lachrymatory yellow oil. The reactants are CC(C)(C)OC(=O)NCC(O)CO, O. Product: CC(C)(C)OC(=O)NCC=O. RXN SMILES: [C:1](=[O:2])([O:3][C:4]([CH3:5])([CH3:6])[CH3:7])[NH:8][CH2:9][CH:10]([CH2:11][OH:12])[OH:13].[OH2:14]>>[C:1](=[O:2])([O:3][C:4]([CH3:5])([CH3:6])[CH3:7])[NH:8][CH2:9][CH:10]=[O:13]. The reactants are ClC1=CC(=C(N)C=C1OC(C)C)F (4-chloro-2-fluoro-5-isopropoxy-aniline), C(=O)(Cl)Cl.C1(=CC=CC=C1)C (phosgene toluene). Solvent: C1(=CC=CC=C1)C (toluene). Product: ClC1=CC(=C(C=C1OC(C)C)N=C=O)F (4-chloro-2-fluoro-5-isopropoxy-phenyl isocyanate). RXN SMILES: [Cl:1][C:2]1[C:8]([O:9][CH:10]([CH3:12])[CH3:11])=[CH:7][C:5]([NH2:6])=[C:4]([F:13])[CH:3]=1.[C:14](Cl)(Cl)=[O:15].C1(C)C=CC=CC=1>C1(C)C=CC=CC=1>[Cl:1][C:2]1[C:8]([O:9][CH:10]([CH3:11])[CH3:12])=[CH:7][C:5]([N:6]=[C:14]=[O:15])=[C:4]([F:13])[CH:3]=1 |f:1.2|. Reported procedure: A solution of 4-chloro-2-fluoro-5-isopropoxy-aniline (30 g) in toluene (100 ml) was added to a 1 M phosgene/toluene solution (500 ml) at room temperature (ca. 20° C.), followed by heating under reflux. The mixture was concentrated under reduced pressure, and the residue was distilled to give 26 g of 4-chloro-2-fluoro-5-isopropoxy-phenyl isocyanate as pale yellow crystals. M.P., 36°-37° C. B.P., 90°-91° C./3 mmHg.